This data is from the Open Reaction Database (ORD), a public repository of structured organic reaction records. The task is: describe an organic reaction: reactants, conditions, products, and yield Reactants: CC[C@@]12CCCN3[C@@H]1C4=C(C=5C=CC=CC5N4[C@](C2)(C(=O)OC)O)CC3 (vincamine), C1(O)=CC=C(O)C=C1 (hydroquinone), CC[C@@]12CCCN3[C@@H]1C4=C(C=5C=CC=CC5N4[C@](C2)(C(=O)OC)O)CC3 (vincamine). The solvent is O (water). Yields the product CC[C@@]12CCCN3[C@@H]1C4=C(C=5C=CC=CC5N4[C@](C2)(C(=O)OC)O)CC3.C1(O)=CC=C(O)C=C1 (Vincamine hydroquinone). As a reaction SMILES: [CH3:1][CH2:2][C@:3]12[CH2:19][C@:18]([OH:24])([C:20]([O:22][CH3:23])=[O:21])[N:17]3[C:9]4=[C:10]([CH2:25][CH2:26][N:7]([C@@H:8]14)[CH2:6][CH2:5][CH2:4]2)[C:11]1[CH:12]=[CH:13][CH:14]=[CH:15][C:16]=13.[C:27]1([CH:34]=[CH:33][C:31]([OH:32])=[CH:30][CH:29]=1)[OH:28]>O>[CH3:1][CH2:2][C@:3]12[CH2:19][C@:18]([OH:24])([C:20]([O:22][CH3:23])=[O:21])[N:17]3[C:9]4=[C:10]([CH2:25][CH2:26][N:7]([C@@H:8]14)[CH2:6][CH2:5][CH2:4]2)[C:11]1[CH:12]=[CH:13][CH:14]=[CH:15][C:16]=13.[C:27]1([CH:34]=[CH:33][C:31]([OH:32])=[CH:30][CH:29]=1)[OH:28] |f:3.4|. Reported procedure: This adduct is prepared in an equimolar ratio from 7.08 g (2.10-2 moles) of vincamine and 2.2 g (2.10-2 moles) of hydroquinone. The product is insoluble in water and in the common organic solvents; the vincamine content thereof is 77.3%. Reaction SMILES: [F:1][C:2]([F:27])([F:26])[C@@:3]([CH2:17]SC1C=CC(C)=CC=1)([OH:16])[CH2:4][C:5]([C:8]1[CH:13]=[C:12]([F:14])[CH:11]=[CH:10][C:9]=1[CH3:15])([CH3:7])[CH3:6].F[B-](F)(F)F.C[O+](C)C.C(=O)([O-])[O-].[K+].[K+].C(=O)(O)[O-].[Na+]>ClCCl.O>[F:14][C:12]1[CH:11]=[CH:10][C:9]([CH3:15])=[C:8]([C:5]([CH3:7])([CH3:6])[CH2:4][C@:3]2([C:2]([F:27])([F:26])[F:1])[CH2:17][O:16]2)[CH:13]=1 |f:1.2,3.4.5,6.7|. Reported procedure: To a solution of (S)-1,1,1-trifluoro-4-(5-fluoro-2-methylphenyl)-4-methyl-2-p-tolylsulfanylmethylpentan-2-ol (1.37 g, 3.41 mmol) in 10 mL of anhydrous dichloromethane was added trimethyloxonium tetrafluoroborate (757 mg, 5.12 mmol). The resulting suspension was stirred at room temperature for 4.5 hours. A solution of potassium carbonate (1.41 g, 10.2 mmol) in 10 mL of water was then added. After 19 hours, the reaction mixture was poured into 40 mL of saturated aqueous sodium bicarbonate solution... Starting materials: FC([C@](CC(C)(C)C1=C(C=CC(=C1)F)C)(O)CSC1=CC=C(C=C1)C)(F)F ((S)-1,1,1-trifluoro-4-(5-fluoro-2-methylphenyl)-4-methyl-2-p-tolylsulfanylmethylpentan-2-ol), F[B-](F)(F)F.C[O+](C)C (trimethyloxonium tetrafluoroborate), C([O-])([O-])=O.[K+].[K+] (potassium carbonate), C([O-])(O)=O.[Na+] (sodium bicarbonate). Product: FC=1C=CC(=C(C1)C(C[C@]1(OC1)C(F)(F)F)(C)C)C ((R)-2-[2-(5-Fluoro-2-methylphenyl)-2-methylpropyl]-2-trifluoromethyloxirane). Run at time 4.5 hour. Solvent: ClCCl (dichloromethane), O (water). Yield: 77.6%. Starting materials: CN1C(C(=O)OCC)CCCC1 (ethyl 1-methylpipecolinate), CN1C(CCCC1)CO (1-methyl-2piperidinemethanol), C(CCC)[Sn](CCCC)=O (dibutyltin oxide). Conditions: temperature 130 celsius. Product: CN1C(C(=O)OCC2N(CCCC2)C)CCCC1 (N-Methyl-(2-piperidyl)methyl N-Methylpipecolinate). As a reaction SMILES: [CH3:1][N:2]1[CH2:12][CH2:11][CH2:10][CH2:9][CH:3]1[C:4]([O:6][CH2:7][CH3:8])=[O:5].[CH3:13][N:14]1C[CH2:18][CH2:17][CH2:16][CH:15]1CO.C([Sn](=O)CCCC)CCC>>[CH3:1][N:2]1[CH2:12][CH2:11][CH2:10][CH2:9][CH:3]1[C:4]([O:6][CH2:7][CH:8]1[CH2:18][CH2:17][CH2:16][CH2:15][N:14]1[CH3:13])=[O:5]. Reported procedure: A mixture of 85.6 g (0.5 mole) of ethyl 1-methylpipecolinate, 64.6 g (0.5 mole) of 1-methyl-2piperidinemethanol and 1.1 g dibutyltin oxide was heated at 130° C. for three hours and then gradually heated to 200° C. When the amount of ethanol collected indicated the reaction was essentially complete the liquid product, N-methyl-(2-piperidyl)methyl N-methylpipecolinate, was distilled at 0.25 mm Hg pressure at about 130° C. The nuclear magnetic resonance and infrared spectra of the product were cons... The reactants are ClC1=CC=C(C=C1)C1=NC(=NC=C1OCC1CC1)C(=O)O (4-(4-chloro-phenyl)-5-cyclopropylmethoxy-pyrimidine-2-carboxylic acid), Cl.FC(C1=NOC(=N1)CN)(F)F (C-(3-trifluoromethyl-[1,2,4]oxadiazol-5-yl)-methylamine hydrochloride). The product is FC(C1=NOC(=N1)CNC(=O)C1=NC=C(C(=N1)C1=CC=C(C=C1)Cl)OCC1CC1)(F)F (4-(4-chloro-phenyl)-5-cyclopropylmethoxy-pyrimidine-2-carboxylic acid (3-trifluoromethyl-[1,2,4]oxadiazol-5-ylmethyl)-amide). RXN SMILES: [Cl:1][C:2]1[CH:7]=[CH:6][C:5]([C:8]2[C:13]([O:14][CH2:15][CH:16]3[CH2:18][CH2:17]3)=[CH:12][N:11]=[C:10]([C:19]([OH:21])=O)[N:9]=2)=[CH:4][CH:3]=1.Cl.[F:23][C:24]([F:33])([F:32])[C:25]1[N:29]=[C:28]([CH2:30][NH2:31])[O:27][N:26]=1>>[F:33][C:24]([F:23])([F:32])[C:25]1[N:29]=[C:28]([CH2:30][NH:31][C:19]([C:10]2[N:9]=[C:8]([C:5]3[CH:4]=[CH:3][C:2]([Cl:1])=[CH:7][CH:6]=3)[C:13]([O:14][CH2:15][CH:16]3[CH2:17][CH2:18]3)=[CH:12][N:11]=2)=[O:21])[O:27][N:26]=1 |f:1.2|. Reported procedure: The title compound was synthesized in analogy to Example 1, using 4-(4-chloro-phenyl)-5-cyclopropylmethoxy-pyrimidine-2-carboxylic acid (example T) and C-(3-trifluoromethyl-[1,2,4]oxadiazol-5-yl)-methylamine hydrochloride (CAS registry No. 944905-93-5; example AK) as starting materials; LC-MS (UV peak area/ESI) 100%, 454.0901 (M+H)+.